From a dataset of the Open Reaction Database (ORD), a public repository of structured organic reaction records. describe an organic reaction: reactants, conditions, products, and yield Reactants: CC[NH+](CC)CC.CC[NH+](CC)CC.C(=O)([O-])[O-] (MP-carbonate resin), NC1=CC2=C(NC(CCC2(C)C)=O)C=C1OC (7-Amino-8-methoxy-5,5-dimethyl-1,3,4,5-tetrahydro-benzo[b]azepin-2-one), ClC1=NC=C(C(=N1)NC1=C(C(=O)NC)C=CC=C1)Cl (2-(2,5-Dichloro-pyrimidin-4-ylamino)-N-methyl-benzamide), C12(C(=O)CC(CC1)C2(C)C)CS(=O)(=O)O (10-Camphorsulfonic acid). Solvent: C(C)(C)O (Isopropyl alcohol). Yields the product ClC=1C(=NC(=NC1)NC1=CC2=C(NC(CCC2(C)C)=O)C=C1OC)NC1=C(C(=O)NC)C=CC=C1 (2-[5-Chloro-2-(8-methoxy-5,5-dimethyl-2-oxo-2,3,4,5-tetrahydro-1H-benzo[b]azepin-7-ylamino)-pyrimidin-4-ylamino]-N-methyl-benzamide). The yield is 27.5%. RXN SMILES: [NH2:1][C:2]1[C:15]([O:16][CH3:17])=[CH:14][C:5]2[NH:6][C:7](=[O:13])[CH2:8][CH2:9][C:10]([CH3:12])([CH3:11])[C:4]=2[CH:3]=1.Cl[C:19]1[N:24]=[C:23]([NH:25][C:26]2[CH:35]=[CH:34][CH:33]=[CH:32][C:27]=2[C:28]([NH:30][CH3:31])=[O:29])[C:22]([Cl:36])=[CH:21][N:20]=1.C12(CS(O)(=O)=O)C(C)(C)C(CC1)CC2=O.CC[NH+](CC)CC.CC[NH+](CC)CC.C([O-])([O-])=O>C(O)(C)C>[Cl:36][C:22]1[C:23]([NH:25][C:26]2[CH:35]=[CH:34][CH:33]=[CH:32][C:27]=2[C:28]([NH:30][CH3:31])=[O:29])=[N:24][C:19]([NH:1][C:2]2[C:15]([O:16][CH3:17])=[CH:14][C:5]3[NH:6][C:7](=[O:13])[CH2:8][CH2:9][C:10]([CH3:12])([CH3:11])[C:4]=3[CH:3]=2)=[N:20][CH:21]=1 |f:3.4.5|. Procedure details: 7-Amino-8-methoxy-5,5-dimethyl-1,3,4,5-tetrahydro-benzo[b]azepin-2-one (59 mg, 0.25 mmol), 2-(2,5-Dichloro-pyrimidin-4-ylamino)-N-methyl-benzamide (75 mg, 0.25 mmol), and 10-Camphorsulfonic acid (58 mg, 0.25 mmol), in Isopropyl alcohol (4 mL) were irradiated at 120° C. for 40 min in a CEM microwave. The sample was cooled, treated with MP-carbonate resin, filtered and conc. in vacuo. Silica gel chromatography afforded the product as a yellow solid (34 mg, 27%). MP: 197-199° C.; LCMS 495 (M+H); 1H...